This data is from the Open Reaction Database (ORD), a public repository of structured organic reaction records. The task is: describe an organic reaction: reactants, conditions, products, and yield The reactants are CS(=O)(=O)OCCN(CC(F)(F)F)c1ccc(C#N)c(C(F)(F)F)c1, [Na], CN(C)C=O, c1nc[nH]n1. The product is N#Cc1ccc(N(CCn2cncn2)CC(F)(F)F)cc1C(F)(F)F. As a reaction SMILES: [CH3:1][S:2]([O:3][CH2:6][CH2:7][N:8]([CH2:9][C:10]([F:11])([F:12])[F:13])[c:14]1[cH:15][c:16]([C:22]([F:23])([F:24])[F:25])[c:17]([C:20]#[N:21])[cH:18][cH:19]1)(=[O:4])=[O:5].[Na:26].[O:32]=[CH:33][N:34]([CH3:35])[CH3:36].[nH:27]1[n:28][cH:29][n:30][cH:31]1>>[CH2:6]([CH2:7][N:8]([CH2:9][C:10]([F:11])([F:12])[F:13])[c:14]1[cH:15][c:16]([C:22]([F:23])([F:24])[F:25])[c:17]([C:20]#[N:21])[cH:18][cH:19]1)[n:27]1[n:28][cH:29][n:30][cH:31]1. Run at time 2 hour. Isolated yield 99.0%. As a reaction SMILES: [OH:1][CH:2]([C:5]1[CH:10]=[CH:9][C:8]([F:11])=[C:7]([F:12])[CH:6]=1)[C:3]#[N:4].[H-].[H-].[H-].[H-].[Li+].[Al+3].CCOCC>>[NH2:4][CH2:3][CH:2]([C:5]1[CH:10]=[CH:9][C:8]([F:11])=[C:7]([F:12])[CH:6]=1)[OH:1] |f:1.2.3.4.5.6|. Reported procedure: To a well stirred solution of hydroxy-(3,4-difluorophenyl)-acetonitrile (3.34 g, 20 mmol), was added a 1.0 M solution of LiAlH4 in ether (40 mL, 40 mmol) dropwise at 0° C. The resulting yellow solution was then stirred at room temperature for 2 h. The reaction mixture was cooled to 0° C. and then carefully quenched sequentially with 1.5 mL of water, 1.5 mL of 3N NaOH followed by 4.5 mL of water. The resulting suspension was filtered through a fritted glass funnel. To the residue was added 100 mL... Product: NCC(O)C1=CC(=C(C=C1)F)F (2-amino-1-(3,4-difluorophenyl)-ethanol), syrup. The reactants are OC(C#N)C1=CC(=C(C=C1)F)F (hydroxy-(3,4-difluorophenyl)-acetonitrile), solution, [H-].[H-].[H-].[H-].[Li+].[Al+3] (LiAlH4), CCOCC (ether). The reactants are CC(C)(C)OC(=O)CBr, Cc1ncnc(C)c1C(=O)NCCC(C)N1CCC(N(Cc2cc(C#N)ccc2F)c2ccc(O)cc2)CC1, [K+], [K+], O=C([O-])[O-], CN(C)C=O. Product: Cc1ncnc(C)c1C(=O)NCCC(C)N1CCC(N(Cc2cc(C#N)ccc2F)c2ccc(OCC(=O)OC(C)(C)C)cc2)CC1. RXN SMILES: [Br:40][CH2:41][C:42](=[O:43])[O:44][C:45]([CH3:46])([CH3:47])[CH3:48].[C:1](#[N:2])[c:3]1[cH:4][cH:5][c:6]([F:39])[c:7]([CH2:8][N:9]([CH:10]2[CH2:11][CH2:12][N:13]([CH:16]([CH2:17][CH2:18][NH:19][C:20](=[O:21])[c:22]3[c:23]([CH3:29])[n:24][cH:25][n:26][c:27]3[CH3:28])[CH3:30])[CH2:14][CH2:15]2)[c:31]2[cH:32][cH:33][c:34]([OH:37])[cH:35][cH:36]2)[cH:38]1.[K+:49].[K+:50].[O-:51][C:52]([O-:53])=[O:54].[O:55]=[CH:56][N:57]([CH3:58])[CH3:59]>>[C:1](#[N:2])[c:3]1[cH:4][cH:5][c:6]([F:39])[c:7]([CH2:8][N:9]([CH:10]2[CH2:11][CH2:12][N:13]([CH:16]([CH2:17][CH2:18][NH:19][C:20](=[O:21])[c:22]3[c:23]([CH3:29])[n:24][cH:25][n:26][c:27]3[CH3:28])[CH3:30])[CH2:14][CH2:15]2)[c:31]2[cH:32][cH:33][c:34]([O:37][CH2:41][C:42](=[O:43])[O:44][C:45]([CH3:46])([CH3:47])[CH3:48])[cH:35][cH:36]2)[cH:38]1.